Dataset: the Open Reaction Database (ORD), a public repository of structured organic reaction records. Task: describe an organic reaction: reactants, conditions, products, and yield Reactants: CCNCC, C#CC(C)(C)Oc1ccc(C#N)cc1, Cl[Pd]Cl, [Cu]I, Ic1ccc2ccccc2n1, c1ccc(P(c2ccccc2)c2ccccc2)cc1. The product is CC(C)(C#Cc1ccc2ccccc2n1)Oc1ccc(C#N)cc1. As a reaction SMILES: [CH2:45]([NH:46][CH2:47][CH3:48])[CH3:49].[CH3:31][C:32]([C:33]#[CH:34])([O:35][c:36]1[cH:37][cH:38][c:39]([C:40]#[N:41])[cH:42][cH:43]1)[CH3:44].[Cl:50][Pd:51][Cl:52].[Cu:53][I:54].[I:1][c:2]1[n:3][c:4]2[cH:5][cH:6][cH:7][cH:8][c:9]2[cH:10][cH:11]1.[c:12]1([P:13]([c:14]2[cH:15][cH:16][cH:17][cH:18][cH:19]2)[c:20]2[cH:21][cH:22][cH:23][cH:24][cH:25]2)[cH:26][cH:27][cH:28][cH:29][cH:30]1>>[c:2]1([C:34]#[C:33][C:32]([CH3:31])([O:35][c:36]2[cH:37][cH:38][c:39]([C:40]#[N:41])[cH:42][cH:43]2)[CH3:44])[n:3][c:4]2[cH:5][cH:6][cH:7][cH:8][c:9]2[cH:10][cH:11]1. Reactants: CC(C(=O)O)C(=O)NCc1cc(Cl)cc(Cl)c1, CN1C(=O)C(N)c2ccccc2-c2ccccc21. Yields the product CC(C(=O)NCc1cc(Cl)cc(Cl)c1)C(=O)NC1C(=O)N(C)c2ccccc2-c2ccccc21. Reaction SMILES: [CH3:19][CH:20]([C:21](=[O:22])[OH:23])[C:24](=[O:25])[NH:26][CH2:27][c:28]1[cH:29][c:30]([Cl:35])[cH:31][c:32]([Cl:34])[cH:33]1.[NH2:1][CH:2]1[c:3]2[c:4]([cH:15][cH:16][cH:17][cH:18]2)-[c:5]2[c:6]([cH:11][cH:12][cH:13][cH:14]2)[N:7]([CH3:10])[C:8]1=[O:9]>>[NH:1]([CH:2]1[c:3]2[c:4]([cH:15][cH:16][cH:17][cH:18]2)-[c:5]2[c:6]([cH:11][cH:12][cH:13][cH:14]2)[N:7]([CH3:10])[C:8]1=[O:9])[C:21]([CH:20]([CH3:19])[C:24](=[O:25])[NH:26][CH2:27][c:28]1[cH:29][c:30]([Cl:35])[cH:31][c:32]([Cl:34])[cH:33]1)=[O:22]. Procedure details: Methyl 6-cyclohexyl-5-(2-formylphenyl)-4-(2-methoxy-2-oxoethyl)-4H-thieno[3,2-b]pyrrole-2-carboxylate was dissolved in MeOH (0.05M) and (3S)-1-isopropylpyrrolidin-3-amine dihydrochloride (1.2 eq.; prepared in two steps from commercial (S)-3-(tert.-butyloxycarbonylamino)pyrrolidine by reductive amination with acetone and acidic cleavage of the protecting group) in MeOH was added. The pH was adjusted with sodium triacetoxyborohydride and NEt3 to 5. The mixture was left stirring for 2 h, then NaCNB... Run at time 2 hour. As a reaction SMILES: [CH:1]1([C:7]2[C:8]3[S:27][C:26]([C:28]([O:30][CH3:31])=[O:29])=[CH:25][C:9]=3[N:10]([CH2:20][C:21]([O:23][CH3:24])=[O:22])[C:11]=2[C:12]2[CH:17]=[CH:16][CH:15]=[CH:14][C:13]=2[CH:18]=O)[CH2:6][CH2:5][CH2:4][CH2:3][CH2:2]1.Cl.Cl.[CH:34]([N:37]1[CH2:41][CH2:40][C@H:39]([NH2:42])[CH2:38]1)([CH3:36])[CH3:35].C(OC(N[C@H]1CCNC1)=O)(C)(C)C.C(O[BH-](OC(=O)C)OC(=O)C)(=O)C.[Na+].[BH3-]C#N.[Na+]>CO.CCN(CC)CC.CC(C)=O>[CH:1]1([C:7]2[C:8]3[S:27][C:26]([C:28]([O:30][CH3:31])=[O:29])=[CH:25][C:9]=3[N:10]([CH2:20][C:21]([O:23][CH3:24])=[O:22])[C:11]=2[C:12]2[CH:17]=[CH:16][CH:15]=[CH:14][C:13]=2[CH2:18][NH:42][C@H:39]2[CH2:40][CH2:41][N:37]([CH:34]([CH3:36])[CH3:35])[CH2:38]2)[CH2:2][CH2:3][CH2:4][CH2:5][CH2:6]1 |f:1.2.3,5.6,7.8|. Solvent: CCN(CC)CC (NEt3), CO (MeOH), CO (MeOH), CC(=O)C (acetone). Starting materials: C(C)(=O)O[BH-](OC(C)=O)OC(C)=O.[Na+] (sodium triacetoxyborohydride), C1(CCCCC1)C=1C2=C(N(C1C1=C(C=CC=C1)C=O)CC(=O)OC)C=C(S2)C(=O)OC (Methyl 6-cyclohexyl-5-(2-formylphenyl)-4-(2-methoxy-2-oxoethyl)-4H-thieno[3,2-b]pyrrole-2-carboxylate), Cl.Cl.C(C)(C)N1C[C@H](CC1)N ((3S)-1-isopropylpyrrolidin-3-amine dihydrochloride), C(C)(C)(C)OC(=O)N[C@@H]1CNCC1 ((S)-3-(tert.-butyloxycarbonylamino)pyrrolidine), [BH3-]C#N.[Na+] (NaCNBH3). Yields the product C1(CCCCC1)C=1C2=C(N(C1C1=C(C=CC=C1)CN[C@@H]1CN(CC1)C(C)C)CC(=O)OC)C=C(S2)C(=O)OC (methyl 6-cyclohexyl-5-[2-({[(3S)-1-isopropylpyrrolidin-3-yl]amino}methyl)phenyl]-4-(2-methoxy-2-oxoethyl)-4H-thieno[3,2-b]pyrrole-2-carboxylate). The reactants are CNC(SC)=N[N+](=O)[O-] (1,2-dimethyl-3-nitroisothiourea), NCC=1C=CC(=NC1)Cl (5-(aminomethyl)-2-chloropyridine). The solvent is C(C)O (ethanol). Product: ClC1=CC=C(C=N1)CNC(=N[N+](=O)[O-])NC (1-(6-chloro-3-pyridylmethyl)-3-methyl-2-nitroguanidine). The yield is 34.0%. As a reaction SMILES: [CH3:1][NH:2][C:3](=[N:6][N+:7]([O-:9])=[O:8])SC.[NH2:10][CH2:11][C:12]1[CH:13]=[CH:14][C:15]([Cl:18])=[N:16][CH:17]=1>C(O)C>[Cl:18][C:15]1[N:16]=[CH:17][C:12]([CH2:11][NH:10][C:3]([NH:2][CH3:1])=[N:6][N+:7]([O-:9])=[O:8])=[CH:13][CH:14]=1. Reported procedure: A mixture of 0.45g of 1,2-dimethyl-3-nitroisothiourea, 0.43g of 5-(aminomethyl)-2-chloropyridine and 25ml of ethanol was refluxed for 6 hours and concentrated. The residue was purified by a column chromatography [developing solvent: chloroform-ethanol (5:1)] to afford 0.25g of 1-(6-chloro-3-pyridylmethyl)-3-methyl-2-nitroguanidine (Compound No. 5). The reactants are C1CCOC1, C=CCCCc1nnc(-c2ccccc2)n1C, O=[Os](=O)(=O)=O, O, O. Product: Cn1c(CCCC=O)nnc1-c1ccccc1. As a reaction SMILES: [CH2:19]1[O:20][CH2:21][CH2:22][CH2:23]1.[CH3:1][n:2]1[c:3]([CH2:13][CH2:14][CH2:15][CH:16]=[CH2:17])[n:4][n:5][c:6]1-[c:7]1[cH:8][cH:9][cH:10][cH:11][cH:12]1.[O:25]=[Os:26](=[O:27])(=[O:28])=[O:29].[OH2:18].[OH2:24]>>[CH3:1][n:2]1[c:3]([CH2:13][CH2:14][CH2:15][CH:16]=[O:18])[n:4][n:5][c:6]1-[c:7]1[cH:8][cH:9][cH:10][cH:11][cH:12]1.